Dataset: the Open Reaction Database (ORD), a public repository of structured organic reaction records. Task: describe an organic reaction: reactants, conditions, products, and yield Reactants: ClC1=C(CNC(C(=O)OC)CC2=CC=C(C=C2)[N+](=O)[O-])C(=CC=C1)Cl (methyl 2-[(2,6-dichlorobenzyl)amino]-3-(4-nitrophenyl)propanoate), PtO2 hydrate. The solvent is CC(=O)O (CH3COOH). Run at time 5 minute. Yields the product NC1=CC=C(C=C1)CC(C(=O)OC)NCC1=C(C=CC=C1Cl)Cl (methyl 3-(4-aminophenyl)-2-[(2,6-dichlorobenzyl)amino]propanoate). RXN SMILES: [Cl:1][C:2]1[CH:24]=[CH:23][CH:22]=[C:21]([Cl:25])[C:3]=1[CH2:4][NH:5][CH:6]([CH2:11][C:12]1[CH:17]=[CH:16][C:15]([N+:18]([O-])=O)=[CH:14][CH:13]=1)[C:7]([O:9][CH3:10])=[O:8]>CC(O)=O>[NH2:18][C:15]1[CH:16]=[CH:17][C:12]([CH2:11][CH:6]([NH:5][CH2:4][C:3]2[C:21]([Cl:25])=[CH:22][CH:23]=[CH:24][C:2]=2[Cl:1])[C:7]([O:9][CH3:10])=[O:8])=[CH:13][CH:14]=1. Procedure details: To methyl 2-[(2,6-dichlorobenzyl)amino]-3-(4-nitrophenyl)propanoate 7a (8.2 g) solubilized in CH3COOH in an ultrasonic bath is added PtO2 hydrate (typical Pt content 79-84%) (0.02 g). A H2 pressure of 15 psi is then applied at RT and consumed after 5 min. An other H2 pressure of 10 psis is then applied at RT and consumed after 5-10 min. A H2 pressure of 10 psis is again applied at RT and a stabilization is observed after 5 min. The catalyst is filtered over celite under nitrogen and washed with ... The reactants are ClC=1C(=CC=C2C(=CC(=NC12)C=1N=C(OC1)NC(C)C)O)O (8-Chloro-2-(2-isopropylamino-oxazol-4-yl)-quinoline-4,7-diol), hydrochloride salt, C([O-])([O-])=O.[Cs+].[Cs+] (cesium carbonate), ClCCN1CCOCC1 (4-(2-chloroethyl)morpholine), [I-].[Na+] (sodium iodide), Cl (HCl). The solvent is CN(C)C=O (DMF), CN(C)C=O (DMF). Reaction conditions: time 5 minute. Product: ClC=1C(=CC=C2C(=CC(=NC12)C=1N=C(OC1)NC(C)C)O)OCCN1CCCCC1 (8-chloro-2-(2-isopropylamino-oxazol-4-yl)-7-(2-piperidin-1-yl-ethoxy)-quinolin-4-ol). The yield is 62.9%. As a reaction SMILES: Cl[CH2:2][CH2:3][N:4]1[CH2:9][CH2:8]O[CH2:6][CH2:5]1.[I-].[Na+].[C:12](=O)([O-])[O-].[Cs+].[Cs+].[Cl:18][C:19]1[C:20]([OH:39])=[CH:21][CH:22]=[C:23]2[C:28]=1[N:27]=[C:26]([C:29]1[N:30]=[C:31]([NH:34][CH:35]([CH3:37])[CH3:36])[O:32][CH:33]=1)[CH:25]=[C:24]2[OH:38].Cl>CN(C=O)C>[Cl:18][C:19]1[C:20]([O:39][CH2:2][CH2:3][N:4]2[CH2:9][CH2:8][CH2:12][CH2:6][CH2:5]2)=[CH:21][CH:22]=[C:23]2[C:28]=1[N:27]=[C:26]([C:29]1[N:30]=[C:31]([NH:34][CH:35]([CH3:36])[CH3:37])[O:32][CH:33]=1)[CH:25]=[C:24]2[OH:38] |f:1.2,3.4.5|. Procedure: The hydrochloride salt of 4-(2-chloroethyl)morpholine (1.4 g, 7.2 mmol), sodium iodide 0.2 g, 1.3 mmol), and cesium carbonate (5.4 g, 16.4 mmol) were combined in DMF (25 mL) and stirred at rt for 5 min. 8-Chloro-2-(2-isopropylamino-oxazol-4-yl)-quinoline-4,7-diol (2.1 g, 6.6 mmol) was diluted in DMF (25 mL) and added to the reaction solution. After 5 min at rt, the reaction was warmed to 65° C. for 5 h. A small amount of conc. HCl (5-6 pipette drops) was added and the reaction concentrated in va...